describe an organic reaction: reactants, conditions, products, and yield From a dataset of the Open Reaction Database (ORD), a public repository of structured organic reaction records. Reaction SMILES: [CH3:24][C:25]([CH2:26][c:27]1[cH:28][c:29]2[cH:30][cH:31][cH:32][cH:33][c:34]2[cH:35][cH:36]1)([CH3:37])[NH2:38].[CH3:45][c:46]1[cH:47][cH:48][cH:49][cH:50][cH:51]1.[Cl+3:39]([O-:40])([O-:41])([O-:42])[O-:43].[Li+:44].[O:1]1[CH:2]([CH2:4][O:5][CH:6]([CH3:7])[c:8]2[c:9](-[c:14]3[cH:15][cH:16][c:17]([C:19](=[O:20])[O:21][CH2:22][CH3:23])[s:18]3)[cH:10][cH:11][cH:12][cH:13]2)[CH2:3]1>>[OH:1][CH:2]([CH2:3][NH:38][C:25]([CH3:24])([CH2:26][c:27]1[cH:28][c:29]2[cH:30][cH:31][cH:32][cH:33][c:34]2[cH:35][cH:36]1)[CH3:37])[CH2:4][O:5][CH:6]([CH3:7])[c:8]1[c:9](-[c:14]2[cH:15][cH:16][c:17]([C:19](=[O:20])[O:21][CH2:22][CH3:23])[s:18]2)[cH:10][cH:11][cH:12][cH:13]1. Reactants: CC(C)(N)Cc1ccc2ccccc2c1, Cc1ccccc1, [O-][Cl+3]([O-])([O-])[O-], [Li+], CCOC(=O)c1ccc(-c2ccccc2C(C)OCC2CO2)s1. Product: CCOC(=O)c1ccc(-c2ccccc2C(C)OCC(O)CNC(C)(C)Cc2ccc3ccccc3c2)s1. Reactants: CCCCO, N#Cc1ccc(N)cc1, Nc1c(Cl)ncnc1Cl. Yields the product N#Cc1ccc(Nc2ncnc(Cl)c2N)cc1. RXN SMILES: [CH2:19]([OH:20])[CH2:21][CH2:22][CH3:23].[NH2:10][c:11]1[cH:12][cH:13][c:14]([C:15]#[N:16])[cH:17][cH:18]1.[NH2:1][c:2]1[c:3]([Cl:9])[n:4][cH:5][n:6][c:7]1[Cl:8]>>[NH2:1][c:2]1[c:3]([Cl:9])[n:4][cH:5][n:6][c:7]1[NH:10][c:11]1[cH:12][cH:13][c:14]([C:15]#[N:16])[cH:17][cH:18]1.